Dataset: the Open Reaction Database (ORD), a public repository of structured organic reaction records. Task: describe an organic reaction: reactants, conditions, products, and yield The reactants are CN(C1CCC2=C(C=C1)C=CC=C2)C (7-dimethylamino-6,7-dihydro [5H] benzocycloheptene), Pd (OH)2. Run in C(C)O (ethanol). Conditions: time 30 minute. The product is CN(C1CCC2=C(CC1)C=CC=C2)C (7-dimethylamino-6,7,8,9-tetrahydro [5H] benzocycloheptene). The yield is 36.2%. Reaction SMILES: [CH3:1][N:2]([CH3:14])[CH:3]1[CH:9]=[CH:8][C:7]2[CH:10]=[CH:11][CH:12]=[CH:13][C:6]=2[CH2:5][CH2:4]1>C(O)C>[CH3:1][N:2]([CH3:14])[CH:3]1[CH2:9][CH2:8][C:7]2[CH:10]=[CH:11][CH:12]=[CH:13][C:6]=2[CH2:5][CH2:4]1. Procedure: A mixture of 11.2 g of 7-dimethylamino-6,7-dihydro [5H] benzocycloheptene, 800 ml of ethanol and 11.2 g carbon containing 10% of Pd (OH)2 was held under a hydrogen atmosphere for 30 minutes and when the theoretical amount of hydrogen had been absorbed, the mixture was filtered. The filtrate was evaporated to dryness and the residue was chromatographed over silica gel. Elution with an 8-2-1 ethyl acetate-benzene-triethylamine mixture yielded 4.1 g of 7-dimethylamino-6,7,8,9-tetrahydro [5H] benzoc... Starting materials: BrC1=CC=C(C=C1)C1=C(C(=NO1)C)NC(CCC1=CC(=CC=C1)Cl)C ([5-(4-bromo-phenyl)-3-methyl-isoxazol-4-yl]-[3-(3-chloro-phenyl)-1-methyl-propyl]-amine), C(C)OC(=O)CCC1=CC=C(C=C1)B(O)O ([4-(2-ethoxycarbonylethyl)phenyl]boronic acid). Yields the product C(C)OC(CCC1=CC=C(C=C1)C1=CC=C(C=C1)C1=C(C(=NO1)C)NC(CCC1=CC(=CC=C1)Cl)C)=O (3-(4′-{4-[3-(3-Chloro-phenyl)-1-methyl-propylamino]-3-methyl-isoxazol-5-yl}-biphenyl-4-yl)-propionic acid ethyl ester). As a reaction SMILES: Br[C:2]1[CH:7]=[CH:6][C:5]([C:8]2[O:12][N:11]=[C:10]([CH3:13])[C:9]=2[NH:14][CH:15]([CH3:25])[CH2:16][CH2:17][C:18]2[CH:23]=[CH:22][CH:21]=[C:20]([Cl:24])[CH:19]=2)=[CH:4][CH:3]=1.[CH2:26]([O:28][C:29]([CH2:31][CH2:32][C:33]1[CH:38]=[CH:37][C:36](B(O)O)=[CH:35][CH:34]=1)=[O:30])[CH3:27]>>[CH2:26]([O:28][C:29](=[O:30])[CH2:31][CH2:32][C:33]1[CH:38]=[CH:37][C:36]([C:2]2[CH:7]=[CH:6][C:5]([C:8]3[O:12][N:11]=[C:10]([CH3:13])[C:9]=3[NH:14][CH:15]([CH3:25])[CH2:16][CH2:17][C:18]3[CH:23]=[CH:22][CH:21]=[C:20]([Cl:24])[CH:19]=3)=[CH:4][CH:3]=2)=[CH:35][CH:34]=1)[CH3:27]. Reported procedure: Prepared according to the procedure described in Example 1, Step 7, using [5-(4-bromo-phenyl)-3-methyl-isoxazol-4-yl]-[3-(3-chloro-phenyl)-1-methyl-propyl]-amine and [4-(2-ethoxycarbonylethyl)phenyl]boronic acid. The reactants are C12(CC3CC(CC(C1)C3)C2)CNC(=O)C2=NC(=CC=C2)N (N-(1-adamantylmethyl)-6-aminopyridine-2-carboxamide), C(C)OC(CC(CCl)=O)=O (4-chloro-3-oxo-butyric acid ethyl ester). Run in CCO (EtOH). Product: C(C)OC(CC=1N=C2N(C(=CC=C2)C(NCC23CC4CC(CC(C2)C4)C3)=O)C1)=O ({5-[(ADAMANTAN-1-YLMETHYL)-CARBAMOYL]-IMIDAZO[1,2-A]PYRIDIN-2-YL}-ACETIC ACID ETHYL ESTER). As a reaction SMILES: [C:1]12([CH2:11][NH:12][C:13]([C:15]3[CH:20]=[CH:19][CH:18]=[C:17]([NH2:21])[N:16]=3)=[O:14])[CH2:10][CH:5]3[CH2:6][CH:7]([CH2:9][CH:3]([CH2:4]3)[CH2:2]1)[CH2:8]2.[CH2:22]([O:24][C:25](=[O:31])[CH2:26][C:27](=O)[CH2:28]Cl)[CH3:23]>CCO>[CH2:22]([O:24][C:25](=[O:31])[CH2:26][C:27]1[N:21]=[C:17]2[CH:18]=[CH:19][CH:20]=[C:15]([C:13](=[O:14])[NH:12][CH2:11][C:1]34[CH2:2][CH:3]5[CH2:9][CH:7]([CH2:6][CH:5]([CH2:4]5)[CH2:10]3)[CH2:8]4)[N:16]2[CH:28]=1)[CH3:23]. Reported procedure: A mixture of N-(1-adamantylmethyl)-6-aminopyridine-2-carboxamide (1.4 g, 4.9 mmol) and 4-chloro-3-oxo-butyric acid ethyl ester (808 mg, 4.9 mmol) in EtOH (20 mL) is heated under reflux for 20 h. After cooling to RT, the solvent is removed in vacuo. The residue is partitioned between EtOAc and saturated aqueous sodium carbonate. The organic layer is separated, and the aqueous layer is back extracted with EtOAc. The combined organic layers are washed with water and brine, dried over sodium sulfate...